Dataset: the Open Reaction Database (ORD), a public repository of structured organic reaction records. Task: describe an organic reaction: reactants, conditions, products, and yield Reactants: [Mg] (magnesium), O1CCOCC1 (dioxane), BrCCCC (bromobutane), C(C)OCC (diethyl ether), BrCCCC (bromobutane), C(C)OCC (diethyl ether). Reaction conditions: temperature 40 celsius, time 2 hour. Yields the product C(CCC)[Mg]CCCC (dibutyl magnesium). Isolated yield 80.0%. As a reaction SMILES: [Mg:1].Br[CH2:3][CH2:4][CH2:5][CH3:6].O1[CH2:12][CH2:11]OCC1.C(O[CH2:16][CH3:17])C>>[CH2:3]([Mg:1][CH2:16][CH2:17][CH2:11][CH3:12])[CH2:4][CH2:5][CH3:6]. Reported procedure: Under argon atmosphere, into a 100 mL-volume flask equipped with a stirrer, a thermometer and a dropping funnel were placed 5.5 g (0.23 mol) of metallic magnesium and 20 ml of diethyl ether. And then, 3.0 g (21 mmol) of bromobutane was slowly dropped into the flask. Subsequently, 180 ml of diethyl ether and 25 g (0.18 mol) of bromobutane were slowly dropped into the flask, and the mixture was reacted while stirring at 40° C. for 2 hours. And then, 55 g (0.62 mol) of dioxane was added to the reac... The reactants are OCC=1CCN(CC1)C (4-(hydroxymethyl)-1-methyl-1,2,3,6-tetrahydropyridine), IC1=C(C=CC=C1)O (2-iodophenol). Yields the product IC1=C(OCC=2CCN(CC2)C)C=CC=C1 (4-(2-Iodophenoxymethyl)-1-methyl-1,2,3,6-tetrahydropyridine). Yield: 74.0%. RXN SMILES: [OH:1][CH2:2][C:3]1[CH2:4][CH2:5][N:6]([CH3:9])[CH2:7][CH:8]=1.[I:10][C:11]1[CH:16]=[CH:15][CH:14]=[CH:13][C:12]=1O>>[I:10][C:11]1[CH:16]=[CH:15][CH:14]=[CH:13][C:12]=1[O:1][CH2:2][C:3]1[CH2:8][CH2:7][N:6]([CH3:9])[CH2:5][CH:4]=1. Reported procedure: The title compound was prepared from 4-(hydroxymethyl)-1-methyl-1,2,3,6-tetrahydropyridine (D9) and 2-iodophenol, using a procedure similar to that of Description 1 in 74% yield. Starting materials: IC=1C(=NNC1)C=1SC=CC1 (4-iodo-3-(2-thienyl)-1H-pyrazole), [H-].[Na+] (sodium hydride), C(C)(CC)N1N=C(C(=C1)I)C=1SC=CC1 (1-sec-butyl-4-iodo-3-(2-thienyl)-1H-pyrazole), IC(C)CC (2-iodobutane). Solvent: CN(C=O)C (N,N-dimethylformamide), CC(C)(C)OC (MTBE), O (water). Conditions: temperature 0 celsius, time 15 minute. Yields the product mixture, C(C)(CC)N1N=CC(=C1C=1SC=CC1)I (1-sec-butyl-4-iodo-5-(2-thienyl)-1H-pyrazole). The yield is 88.0%. As a reaction SMILES: [I:1][C:2]1[C:3]([C:7]2[S:8][CH:9]=[CH:10][CH:11]=2)=[N:4][NH:5][CH:6]=1.[H-].[Na+].I[CH:15]([CH2:17][CH3:18])[CH3:16].C(N1C=C(I)C(C2SC=CC=2)=N1)(CC)C>CN(C)C=O.CC(OC)(C)C.O>[CH:15]([N:4]1[C:3]([C:7]2[S:8][CH:9]=[CH:10][CH:11]=2)=[C:2]([I:1])[CH:6]=[N:5]1)([CH2:17][CH3:18])[CH3:16] |f:1.2|. Procedure details: To a solution of 4-iodo-3-(2-thienyl)-1H-pyrazole (7.1 mmol) in 57 mL dry N,N-dimethylformamide under argon atmosphere at 0° C. was added sodium hydride (8.5 mmol, 60% dispersion in mineral oil) in portions. The reaction mixture was stirred at 0° C. for 15 min, then 2-iodobutane (10.6 mmol) was added dropwise. After 14 h at room temperature, water and MTBE were added to the reaction mixture. The phases were separated and the aqueous phase was extracted with MTBE. The combined organic extracts we... Starting materials: C1COC2(CCC(CC2)=O)O1 (1,4-cyclohexanedione monoethylene ketal), FC=1C=C(C=C(C1)F)Br (3,5-difluorobromobenzene), resultant suspension, [Mg] (magnesium), Cl (hydrochloric acid). Solvent: C1CCOC1 (THF), C1CCOC1 (THF), C1(=CC=CC=C1)C (toluene), O (water), C1CCOC1 (THF). Reaction conditions: time 1 hour. Product: C1COC2(CCC(CC2)(O)C2=CC(=CC(=C2)F)F)O1 (4-(3,5-difluorophenyl)-4-hydroxycyclohexanone ethylene ketal). The yield is 102.9%. As a reaction SMILES: [Mg].[F:2][C:3]1[CH:4]=[C:5](Br)[CH:6]=[C:7]([F:9])[CH:8]=1.[CH2:11]1[O:21][C:14]2([CH2:19][CH2:18][C:17](=[O:20])[CH2:16][CH2:15]2)[O:13][CH2:12]1.Cl>C1COCC1.C1(C)C=CC=CC=1.O>[CH2:12]1[O:13][C:14]2([CH2:19][CH2:18][C:17]([C:5]3[CH:4]=[C:3]([F:2])[CH:8]=[C:7]([F:9])[CH:6]=3)([OH:20])[CH2:16][CH2:15]2)[O:21][CH2:11]1. Procedure details: In an argon atmosphere, 20.3 g of magnesium was suspended in THF (40 mL), and a solution of 3,5-difluorobromobenzene (149 g) in THF (450 mL) was added dropwise to the resultant suspension at an inside temperature of 40 to 65° C. After stirring at room temperature for 1 hour, a solution of 1,4-cyclohexanedione monoethylene ketal (100 g) in THF (300 mL) was added dropwise at an inside temperature of 40 to 60° C., followed by stirring at room temperature for 1 hour. Then, water (250 mL), 10% hydroc... Reactants: C1OC2=C(CC(C(=O)OC(C)(C)C)C(=O)[O-])C=CC=C2OC1 (tert-butyl (2,3-ethylenedioxybenzyl)malonate), [BH4-].[Na+] (sodium borohydride). Run in C(C)O (ethanol), C(C)(=O)OCC (ethyl acetate). Run at time 8 hour. Product: C1OC2=C(CC(C(=O)OC(C)(C)C)CO)C=CC=C2OC1 (Tert-butyl 2-(2,3-ethylenedioxybenzyl)-3-hydroxypropionate). Yield: 33.1%. RXN SMILES: [CH2:1]1[CH2:22][O:21][C:20]2[C:3](=[C:4]([CH:17]=[CH:18][CH:19]=2)[CH2:5][CH:6]([C:14]([O-])=[O:15])[C:7]([O:9][C:10]([CH3:13])([CH3:12])[CH3:11])=[O:8])[O:2]1.[BH4-].[Na+]>C(O)C.C(OCC)(=O)C>[CH2:1]1[CH2:22][O:21][C:20]2[C:3](=[C:4]([CH:17]=[CH:18][CH:19]=2)[CH2:5][CH:6]([CH2:14][OH:15])[C:7]([O:9][C:10]([CH3:13])([CH3:12])[CH3:11])=[O:8])[O:2]1 |f:1.2|. Procedure details: 761 mg of tert-butyl (2,3-ethylenedioxybenzyl)malonate was dissolved in 20 ml of ethanol. Then, 0.57 g of sodium borohydride was added thereto, and the mixture was stirred at room temperature overnight. The reaction solution was diluted with 150 ml of ethyl acetate and washed with 100 ml of water and then with 100 ml of a saturated sodium chloride aqueous solution. The organic layer was dried over anhydrous magnesium sulfate, then concentrated under reduced pressure and purified by silica gel co...